describe an organic reaction: reactants, conditions, products, and yield From a dataset of the Open Reaction Database (ORD), a public repository of structured organic reaction records. Starting materials: ClC1=CC=C(C=C1)C=1C(N(C=C2SC3=C(NC21)C=CC=C3)CO)=O (4-(4-chlorophenyl)-2-(hydroxymethyl)-5H-pyrido[3,4-b][1,4]benzothiazin-3(2H)-one), C(C)(=O)OC(C)=O (acetic anhydride). Run in N1=CC=CC=C1 (pyridine). The product is ClC1=CC=C(C=C1)C=1C(N(C=C2SC3=C(NC21)C=CC=C3)COC(C)=O)=O (4-(4-chlorophenyl)-2-[(acetyloxy)methyl]-5H-pyrido[3,4-b][1,4]-benzothiazin-3(2H)-one). Isolated yield 58.0%. As a reaction SMILES: [Cl:1][C:2]1[CH:7]=[CH:6][C:5]([C:8]2[C:9](=[O:24])[N:10]([CH2:22][OH:23])[CH:11]=[C:12]3[C:17]=2[NH:16][C:15]2[CH:18]=[CH:19][CH:20]=[CH:21][C:14]=2[S:13]3)=[CH:4][CH:3]=1.[C:25](OC(=O)C)(=[O:27])[CH3:26]>N1C=CC=CC=1>[Cl:1][C:2]1[CH:7]=[CH:6][C:5]([C:8]2[C:9](=[O:24])[N:10]([CH2:22][O:23][C:25](=[O:27])[CH3:26])[CH:11]=[C:12]3[C:17]=2[NH:16][C:15]2[CH:18]=[CH:19][CH:20]=[CH:21][C:14]=2[S:13]3)=[CH:4][CH:3]=1. Procedure: To 1.0 g. of 4-(4-chlorophenyl)-2-(hydroxymethyl)-5H-pyrido[3,4-b][1,4]benzothiazin-3(2H)-one (2.8 mmol.) in 8 ml. of pyridine was added 4 ml. of acetic anhydride (42.3 mmol.), and the resulting suspension was stirred at room temperature for about 1 hour. The resulting solution was then concentrated under a nitrogen atmosphere, and the residue was titurated with methanol to yield a yellow precipitate which was washed with methanol and then air-dried to yield 4-(4-chlorophenyl)-2-[(acetyloxy)meth... The reactants are C1=NC=C(C2=CC=CC=C12)C#N (isoquinolin-4-carbonitrile), [OH-].[K+] (KOH), CCO (EtOH). The product is C1=NC=C(C2=CC=CC=C12)C(=O)O (Isoquinolin-4-carboxylic acid). Isolated yield 59.3%. RXN SMILES: [CH:1]1[C:10]2[C:5](=[CH:6][CH:7]=[CH:8][CH:9]=2)C(C#N)=[CH:3][N:2]=1.[OH-:13].[K+].[CH3:15][CH2:16][OH:17]>>[CH:1]1[C:10]2[C:5](=[CH:6][CH:7]=[CH:8][CH:9]=2)[C:15]([C:16]([OH:13])=[O:17])=[CH:3][N:2]=1 |f:1.2|. Procedure details: To a stirred solution of isoquinolin-4-carbonitrile (Intermediate-13) (3.0 g, 19.45 mmol) in EtOH (30 mL) was added KOH (20 g in 20 mL water) and the mixture was refluxed overnight. It was then cooled to RT and concentrated under reduced pressure. The aqueous layer was washed with Et2O and neutralized using 1N HCl. It was extracted with EtOAc and the organic layer was dried over Na2SO4, filtered, and concentrated to give the title compound (2 g, 59.3%) as an off white solid. The reactants are ClC=1C(=NC=CC1)N1N=C(C=C1C(=O)OC)CC=1C=NC(=CC1)C(F)(F)F (methyl 1-(3-chloropyridin-2-yl)-3-{[6-(trifluoromethyl)pyridin-3-yl]methyl}-1H-pyrazole-5-carboxylate), O1CCOCC1 (dioxane). Reagents/catalysts: [O-2].[Mn+4].[O-2] (manganese(IV) oxide). Product: ClC=1C(=NC=CC1)N1N=C(C=C1C(=O)OC)C(=O)C=1C=NC(=CC1)C(F)(F)F (methyl 1-(3-chloropyridin-2-yl)-3-{[6-(trifluoromethyl)pyridin-3-yl]carbonyl}-1H-pyrazole-5-carboxylate). Reaction SMILES: [Cl:1][C:2]1[C:3]([N:8]2[C:12]([C:13]([O:15][CH3:16])=[O:14])=[CH:11][C:10]([CH2:17][C:18]3[CH:19]=[N:20][C:21]([C:24]([F:27])([F:26])[F:25])=[CH:22][CH:23]=3)=[N:9]2)=[N:4][CH:5]=[CH:6][CH:7]=1.[O:28]1CCOCC1>[O-2].[Mn+4].[O-2]>[Cl:1][C:2]1[C:3]([N:8]2[C:12]([C:13]([O:15][CH3:16])=[O:14])=[CH:11][C:10]([C:17]([C:18]3[CH:19]=[N:20][C:21]([C:24]([F:27])([F:25])[F:26])=[CH:22][CH:23]=3)=[O:28])=[N:9]2)=[N:4][CH:5]=[CH:6][CH:7]=1 |f:2.3.4|. Procedure: 1.29 g (3.20 mmol) of methyl 1-(3-chloropyridin-2-yl)-3-{[6-(trifluoromethyl)pyridin-3-yl]methyl}-1H-pyrazole-5-carboxylate were dissolved in 80 ml of dioxane, 16.72 g (192 mmol) of manganese(IV) oxide were added and the mixture was stirred at reflux for 12 h. The mixture was filtered off with suction and the filtrate was freed from the solvent. The desired product was obtained by chromatographic purification. The reactants are C(C)(C)(C)C1=CC=C(C=C1)S(=O)(=O)Cl (4-tert-Butylbenzenesulfonyl chloride), NC1=CC=CC=C1 (aniline), resultant mixture, NC1=C(C(=O)O)C=C(C=C1)Cl (2-Amino-5-chlorobenzoic acid), P(=O)(O)([O-])[O-].[Na+].[Na+] (sodium hydrogen phosphate). Solvent: O1CCOCC1 (p-dioxane), O (water). Reaction conditions: time 10 minute. Yields the product C(C)(C)(C)C1=CC=C(C=C1)S(=O)(=O)NC1=C(C(=O)O)C=C(C=C1)Cl (2-(4-tert-butyl-benzenesulfonylamino)-5-chloro-benzoic acid). The yield is 74.4%. Reaction SMILES: [NH2:1][C:2]1[CH:10]=[CH:9][C:8]([Cl:11])=[CH:7][C:3]=1[C:4]([OH:6])=[O:5].P([O-])([O-])(O)=O.[Na+].[Na+].[C:19]([C:23]1[CH:28]=[CH:27][C:26]([S:29](Cl)(=[O:31])=[O:30])=[CH:25][CH:24]=1)([CH3:22])([CH3:21])[CH3:20].NC1C=CC=CC=1>O.O1CCOCC1>[C:19]([C:23]1[CH:28]=[CH:27][C:26]([S:29]([NH:1][C:2]2[CH:10]=[CH:9][C:8]([Cl:11])=[CH:7][C:3]=2[C:4]([OH:6])=[O:5])(=[O:31])=[O:30])=[CH:25][CH:24]=1)([CH3:22])([CH3:20])[CH3:21] |f:1.2.3|. Procedure: 2-Amino-5-chlorobenzoic acid (200 g, 1.17 mol) was added to a solution of sodium hydrogen phosphate (497 g, 3.50 mol) in water (2.4 L) at 70° C. and was stirred until homogeneous (˜10 min). 4-tert-Butylbenzenesulfonyl chloride (353 g, 1.52 mol), dissolved in 800 mL p-dioxane, was added to the stirring aniline solution in a steady stream over a ½ hour period via a 1 liter addition funnel. The resultant mixture was stirred at 70° C. overnight. The following day, upon LCMS verification of consumpti... The reactants are O=C([O-])Cc1ccccc1Nc1c(Cl)cccc1Cl, CCN(Cc1cc(C(=O)OCCN(C)CCCl)cc(Br)c1N)C1CCCCC1, [Na+]. Yields the product CCN(Cc1cc(C(=O)OCCN(C)CCOC(=O)Cc2ccccc2Nc2c(Cl)cccc2Cl)cc(Br)c1N)C1CCCCC1. Reaction SMILES: [Cl:1][c:2]1[c:3]([NH:9][c:10]2[c:11]([CH2:16][C:17](=[O:18])[O-:19])[cH:12][cH:13][cH:14][cH:15]2)[c:4]([Cl:8])[cH:5][cH:6][cH:7]1.[NH2:21][c:22]1[c:23]([Br:48])[cH:24][c:25]([C:26](=[O:27])[O:28][CH2:29][CH2:30][N:31]([CH2:32][CH2:33][Cl:34])[CH3:35])[cH:36][c:37]1[CH2:38][N:39]([CH2:40][CH3:41])[CH:42]1[CH2:43][CH2:44][CH2:45][CH2:46][CH2:47]1.[Na+:20]>>[Cl:1][c:2]1[c:3]([NH:9][c:10]2[c:11]([CH2:16][C:17]([O:18][CH2:33][CH2:32][N:31]([CH2:30][CH2:29][O:28][C:26]([c:25]3[cH:24][c:23]([Br:48])[c:22]([NH2:21])[c:37]([CH2:38][N:39]([CH2:40][CH3:41])[CH:42]4[CH2:43][CH2:44][CH2:45][CH2:46][CH2:47]4)[cH:36]3)=[O:27])[CH3:35])=[O:19])[cH:12][cH:13][cH:14][cH:15]2)[c:4]([Cl:8])[cH:5][cH:6][cH:7]1. Reactants: CC(=O)OC(C)(C)C, [Li]CCCC, O=C1CCc2cccc3c2N1CC3, C1CCNC1, CCCCCC, CC(C)NC(C)C, C1CCOC1. Product: CC(C)(C)OC(=O)C=C1CCc2cccc3c2N1CC3. Reaction SMILES: [C:13]([CH3:14])(=[O:15])[O:16][C:17]([CH3:18])([CH3:19])[CH3:20].[CH2:1]([Li:2])[CH2:3][CH2:4][CH3:5].[CH2:21]1[CH2:22][N:23]2[C:24](=[O:33])[CH2:25][CH2:26][c:27]3[cH:28][cH:29][cH:30][c:31]1[c:32]32.[CH2:34]1[CH2:35][NH:36][CH2:37][CH2:38]1.[CH3:39][CH2:40][CH2:41][CH2:42][CH2:43][CH3:44].[CH:6]([NH:7][CH:8]([CH3:9])[CH3:10])([CH3:11])[CH3:12].[O:45]1[CH2:46][CH2:47][CH2:48][CH2:49]1>>[C:13]([CH:14]=[C:24]1[N:23]2[CH2:22][CH2:21][c:31]3[cH:30][cH:29][cH:28][c:27]([c:32]32)[CH2:26][CH2:25]1)(=[O:15])[O:16][C:17]([CH3:18])([CH3:19])[CH3:20].